This data is from the Open Reaction Database (ORD), a public repository of structured organic reaction records. The task is: describe an organic reaction: reactants, conditions, products, and yield The reactants are COC(=O)CBr, [H-], [Na+], CN(C)C=O, O, c1ccc2[nH]ccc2c1. The product is COC(=O)Cn1ccc2ccccc21. Reaction SMILES: [CH3:12][O:13][C:14]([CH2:15][Br:16])=[O:17].[H-:2].[Na+:1].[O:19]=[CH:20][N:21]([CH3:22])[CH3:23].[OH2:18].[nH:3]1[cH:4][cH:5][c:6]2[cH:7][cH:8][cH:9][cH:10][c:11]12>>[n:3]1([CH2:15][C:14]([O:13][CH3:12])=[O:17])[cH:4][cH:5][c:6]2[cH:7][cH:8][cH:9][cH:10][c:11]12.